Dataset: the Open Reaction Database (ORD), a public repository of structured organic reaction records. Task: describe an organic reaction: reactants, conditions, products, and yield Starting materials: O.N(=[N+]=[N-])C1=C(C=NC2=CC=CC=C12)C(=O)O (4-Azido-3-quinolinic acid monohydrate), ON1C(CCC1=O)=O (N-hydroxysuccinimide), N,N-dicyclohexylcarbodi-imide. The solvent is CN(C)C=O (DMF). Run at time 0.5 hour. Yields the product N(=[N+]=[N-])C1=C(C=NC2=CC=CC=C12)C(=O)ON1C(CCC1=O)=O (N-[4-Azido-3-quinolinoyloxy]succinimide). As a reaction SMILES: O.[N:2]([C:5]1[C:14]2[C:9](=[CH:10][CH:11]=[CH:12][CH:13]=2)[N:8]=[CH:7][C:6]=1[C:15]([OH:17])=[O:16])=[N+:3]=[N-:4].O[N:19]1[C:23](=[O:24])[CH2:22][CH2:21][C:20]1=[O:25]>CN(C=O)C>[N:2]([C:5]1[C:14]2[C:9](=[CH:10][CH:11]=[CH:12][CH:13]=2)[N:8]=[CH:7][C:6]=1[C:15]([O:17][N:19]1[C:23](=[O:24])[CH2:22][CH2:21][C:20]1=[O:25])=[O:16])=[N+:3]=[N-:4] |f:0.1|. Reported procedure: 4-Azido-3-quinolinic acid monohydrate (2.3 g; 0.01 M) was suspended at ambient temperatures in dry DMF (25 ml). N-hydroxysuccinimide (1.2 g; 0.01 M) was added and the resulting mixture cooled to 0°-5° C. N,N-dicyclohexylcarbodi-imide (2.3 g; 0.11 M) was added and the mixture stirred at 0°-5° C. for 1/2 hr. then at ambient temperatures for 4 days. The insoluble material was removed by filtration and the filtrate evaporated to dryness in vacuo. The residual solid was recrystallized from iso-propyl... Reactants: C1(CCC1)NC=1N=NC(=CC1)C#C (N-cyclobutyl-6-ethynylpyridazin-3-amine), ClC1=C(C=C(C(=O)NC2=CC(=CC(=C2)C(F)(F)F)N2C=NC(=C2)C)C=C1)I (4-chloro-3-iodo-N-(3-(4-methyl-1H-imidazol-1-yl)-5-(trifluoromethyl)phenyl)benzamide). Product: ClC1=C(C=C(C(=O)NC2=CC(=CC(=C2)C(F)(F)F)N2C=NC(=C2)C)C=C1)C#CC=1N=NC(=CC1)NC1CCC1 (4-Chloro-3-(2-(6-(cyclobutylamino)pyridazin-3-yl)ethynyl)-N-(3-(4-methyl-1H-imidazol-1-yl)-5-(trifluoromethyl)phenyl)benzamide). RXN SMILES: [CH:1]1([NH:5][C:6]2[N:7]=[N:8][C:9]([C:12]#[CH:13])=[CH:10][CH:11]=2)[CH2:4][CH2:3][CH2:2]1.[Cl:14][C:15]1[CH:39]=[CH:38][C:18]([C:19]([NH:21][C:22]2[CH:27]=[C:26]([C:28]([F:31])([F:30])[F:29])[CH:25]=[C:24]([N:32]3[CH:36]=[C:35]([CH3:37])[N:34]=[CH:33]3)[CH:23]=2)=[O:20])=[CH:17][C:16]=1I>>[Cl:14][C:15]1[CH:16]=[CH:17][C:18]([C:19]([NH:21][C:22]2[CH:27]=[C:26]([C:28]([F:31])([F:29])[F:30])[CH:25]=[C:24]([N:32]3[CH:36]=[C:35]([CH3:37])[N:34]=[CH:33]3)[CH:23]=2)=[O:20])=[CH:38][C:39]=1[C:13]#[C:12][C:9]1[N:8]=[N:7][C:6]([NH:5][CH:1]2[CH2:4][CH2:3][CH2:2]2)=[CH:11][CH:10]=1. Procedure: The title compound was synthesized from N-cyclobutyl-6-ethynylpyridazin-3-amine and 4-chloro-3-iodo-N-(3-(4-methyl-1H-imidazol-1-yl)-5-(trifluoromethyl)phenyl)benzamide in a manner similar to that described for in Example 1. The product was obtained as a pale yellow solid. Mp: 225-227° C.; 1H NMR (300 MHz, DMSO-d6) δ: 10.82 (1H, s), 8.35 (1H, d, J=2.1 Hz), 8.27 (1H, s), 8.13 (1H, s), 7.99-8.03 (1H, dd, J=2.1 and 8.1 Hz), 7.81-7.84 (1H, d, J=8.7 Hz), 7.76 (1H, s), 7.66-7.68 (2H, m), 7.46-7.49 (1H... Starting materials: OC1OC(COC(c2ccccc2)(c2ccccc2)c2ccccc2)C(O)C1O, CO, NN, C1CCOC1. Yields the product NNC1(O)OC(COC(c2ccccc2)(c2ccccc2)c2ccccc2)C(O)C1O. As a reaction SMILES: [C:1]([c:2]1[cH:3][cH:4][cH:5][cH:6][cH:7]1)([c:8]1[cH:9][cH:10][cH:11][cH:12][cH:13]1)([c:14]1[cH:15][cH:16][cH:17][cH:18][cH:19]1)[O:20][CH2:21][CH:22]1[CH:23]([OH:29])[CH:24]([OH:28])[CH:25]([OH:26])[O:27]1.[CH3:37][OH:38].[NH2:30][NH2:31].[O:32]1[CH2:33][CH2:34][CH2:35][CH2:36]1>>[C:1]([c:2]1[cH:3][cH:4][cH:5][cH:6][cH:7]1)([c:8]1[cH:9][cH:10][cH:11][cH:12][cH:13]1)([c:14]1[cH:15][cH:16][cH:17][cH:18][cH:19]1)[O:20][CH2:21][CH:22]1[CH:23]([OH:29])[CH:24]([OH:28])[C:25]([OH:26])([NH:30][NH2:31])[O:27]1. Starting materials: C(C#C)O (propargyl alcohol), BrC1=C2/C(/C(NC2=CC=C1)=O)=C/C=1NC=CC1OC ((Z)-4-bromo-1,3-dihydro-3-[(3-methoxy-1H-pyrrol-2-yl)methylene]-2H-indol-2-one), BrC1=C2/C(/C(NC2=CC=C1)=O)=C/C=1NC=CC1OC ((Z)-4-bromo-1,3-dihydro-3-[(3-methoxy-1H-pyrrol-2-yl)methylene]-2H-indol-2-one). Run in CCN(CC)CC (Et3N), CN(C)C=O (DMF). Product: OCC#CC1=C2/C(/C(NC2=CC=C1)=O)=C/C=1NC=CC1OC ((Z)-1,3-dihydro-4-(3-hydroxy-1-propynyl)-3-[(3-methoxy-1H-pyrrol-2-yl)methylene]-2H-indol-2-one). RXN SMILES: [CH2:1]([OH:4])[C:2]#[CH:3].Br[C:6]1[CH:14]=[CH:13][CH:12]=[C:11]2[C:7]=1/[C:8](=[CH:16]/[C:17]1[NH:18][CH:19]=[CH:20][C:21]=1[O:22][CH3:23])/[C:9](=[O:15])[NH:10]2>CN(C=O)C.CCN(CC)CC>[OH:4][CH2:1][C:2]#[C:3][C:6]1[CH:14]=[CH:13][CH:12]=[C:11]2[C:7]=1/[C:8](=[CH:16]/[C:17]1[NH:18][CH:19]=[CH:20][C:21]=1[O:22][CH3:23])/[C:9](=[O:15])[NH:10]2. Reported procedure: Using Method D above, propargyl alcohol (43.9 mg, 0.78 mmol) (Aldrich) was coupled with (Z)-4-bromo-1,3-dihydro-3-[(3-methoxy-1H-pyrrol-2-yl)methylene]-2H-indol-2-one (100 mg, 0.31 mmol) (Starting Material 1 supra) using DPPFPdCl2 (12.8 mg) and Cul (3 mg) as catalyst in DMF (3 mL) and Et3N (3 mL) as solvent at 85° C. for 18 h to yield (Z)-1,3-dihydro-4-(3-hydroxy-1-propynyl)-3-[(3-methoxy-1H-pyrrol-2-yl)methylene]-2H-indol-2-one. (Yield 42 mg, 46%). The reactants are FC(F)(F)Oc1ccc(Br)cc1, [Li]CCCC, O=C1CCN(Cc2ccccc2)CC1, C1CCOC1, CCCCCC. The product is OC1(c2ccc(OC(F)(F)F)cc2)CCN(Cc2ccccc2)CC1. Reaction SMILES: [Br:1][c:2]1[cH:3][cH:4][c:5]([O:8][C:9]([F:10])([F:11])[F:12])[cH:6][cH:7]1.[CH2:13]([Li:14])[CH2:15][CH2:16][CH3:17].[CH2:18]([c:19]1[cH:20][cH:21][cH:22][cH:23][cH:24]1)[N:25]1[CH2:26][CH2:27][C:28](=[O:31])[CH2:29][CH2:30]1.[CH2:32]1[O:33][CH2:34][CH2:35][CH2:36]1.[CH3:37][CH2:38][CH2:39][CH2:40][CH2:41][CH3:42]>>[c:2]1([C:28]2([OH:31])[CH2:27][CH2:26][N:25]([CH2:18][c:19]3[cH:20][cH:21][cH:22][cH:23][cH:24]3)[CH2:30][CH2:29]2)[cH:3][cH:4][c:5]([O:8][C:9]([F:10])([F:11])[F:12])[cH:6][cH:7]1.